From a dataset of the Open Reaction Database (ORD), a public repository of structured organic reaction records. describe an organic reaction: reactants, conditions, products, and yield The reactants are O=C([O-])[O-], CC(C)(CC(O)(Cc1cc(C(F)(F)F)cc(Cl)c1F)C(F)(F)F)c1cc(F)ccc1O, CCI, [K+], [K+], CN(C)C=O. Product: CCOc1ccc(F)cc1C(C)(C)CC(O)(Cc1cc(C(F)(F)F)cc(Cl)c1F)C(F)(F)F. Reaction SMILES: [C:32](=[O:33])([O-:34])[O-:35].[Cl:1][c:2]1[c:3]([F:31])[c:4]([CH2:5][C:6]([CH2:7][C:8]([CH3:9])([CH3:10])[c:11]2[c:12]([OH:18])[cH:13][cH:14][c:15]([F:17])[cH:16]2)([C:19]([F:20])([F:21])[F:22])[OH:23])[cH:24][c:25]([C:27]([F:28])([F:29])[F:30])[cH:26]1.[I:38][CH2:39][CH3:40].[K+:36].[K+:37].[O:41]=[CH:42][N:43]([CH3:44])[CH3:45]>>[Cl:1][c:2]1[c:3]([F:31])[c:4]([CH2:5][C:6]([CH2:7][C:8]([CH3:9])([CH3:10])[c:11]2[c:12]([O:18][CH2:39][CH3:40])[cH:13][cH:14][c:15]([F:17])[cH:16]2)([C:19]([F:20])([F:21])[F:22])[OH:23])[cH:24][c:25]([C:27]([F:28])([F:29])[F:30])[cH:26]1. The reactants are Cl.Cl.NC[C@@H](C(=O)OC)N1CCN(CC1)S(=O)(=O)C(C)C (methyl (S)-3-amino-2-[4-(propane-2-sulfonyl)piperazin-1-yl]propanoate dihydrochloride), Cl.CC1=NC2=CC=CC=C2C(=C1)COC1=CC=C(C=C1)S(=O)(=O)Cl (4-(2-methylquinolin-4-ylmethoxy)benzenesulfonyl chloride hydrochloride), CC1=NC2=CC=CC=C2C(=C1)COC1=CC=C(C=C1)S(=O)(=O)NC[C@@H](C(=O)OC)N1CCN(CC1)S(=O)(=O)C(C)C (methyl (S)-3-[4-(2-methylquinolin-4-ylmethoxy)benzenesulfonylamino]-2-[4-(propane-2-sulfonyl)piperazin-1-yl]propanoate). Product: CC1=NC2=CC=CC=C2C(=C1)COC1=CC=C(C=C1)S(=O)(=O)NC[C@@H](C(=O)OC)N1CCN(CC1)S(=O)(=O)C(=C)C (Methyl (S)-3-[4-(2-methylquinolin-4-ylmethoxy)benzenesulfonylamino]-2-[4-(propene-2-sulfonyl)piperazin-1-yl]propanoate). As a reaction SMILES: Cl.Cl.NC[C@H](N1CCN(S(C(C)C)(=O)=O)CC1)C(OC)=O.Cl.CC1C=C(COC2C=CC(S(Cl)(=O)=O)=CC=2)C2C(=CC=CC=2)N=1.[CH3:46][C:47]1[CH:56]=[C:55]([CH2:57][O:58][C:59]2[CH:64]=[CH:63][C:62]([S:65]([NH:68][CH2:69][C@H:70]([N:75]3[CH2:80][CH2:79][N:78]([S:81]([CH:84]([CH3:86])[CH3:85])(=[O:83])=[O:82])[CH2:77][CH2:76]3)[C:71]([O:73][CH3:74])=[O:72])(=[O:67])=[O:66])=[CH:61][CH:60]=2)[C:54]2[C:49](=[CH:50][CH:51]=[CH:52][CH:53]=2)[N:48]=1>>[CH3:46][C:47]1[CH:56]=[C:55]([CH2:57][O:58][C:59]2[CH:64]=[CH:63][C:62]([S:65]([NH:68][CH2:69][C@H:70]([N:75]3[CH2:80][CH2:79][N:78]([S:81]([C:84]([CH3:86])=[CH2:85])(=[O:82])=[O:83])[CH2:77][CH2:76]3)[C:71]([O:73][CH3:74])=[O:72])(=[O:67])=[O:66])=[CH:61][CH:60]=2)[C:54]2[C:49](=[CH:50][CH:51]=[CH:52][CH:53]=2)[N:48]=1 |f:0.1.2,3.4|. Procedure details: In a manner analogous to example 17.6, using 620 mg (1.5 mmol) of methyl (S)-3-amino-2-[4-(propane-2-sulfonyl)piperazin-1-yl]propanoate dihydrochloride and 830 mg (2.1 mmol) of 4-(2-methylquinolin-4-ylmethoxy)benzenesulfonyl chloride hydrochloride (prepared as described in the example 17.2), 505 mg (54%) of methyl (S)-3-[4-(2-methylquinolin-4-ylmethoxy)benzenesulfonylamino]-2-[4-(propane-2-sulfonyl)piperazin-1-yl]propanoate are obtained in the form of a white solid. Starting materials: C(C1=CC=CC=C1)O[C@@H]1[C@](O[C@@]([C@@H]([C@H]1OCC1=CC=CC=C1)OCC1=CC=CC=C1)(OC)C1=CC(=C(C=C1)Cl)CC1=CC=C(C=C1)OCC)(CO)C(C)(C)O (2-[(2R,3S,4S,5R,6S)-3,4,5-tribenzyloxy-6-[4-chloro-3-[(4-ethoxyphenyl)methyl]phenyl]-2-(hydroxymethyl)-6-methoxy-tetrahydropyran-2-yl]propan-2-ol), O.C1(=CC=C(C=C1)S(=O)(=O)O)C (p-toluenesulfonic acid monohydrate), ClCCl (dichloromethane). Reaction conditions: time 21 hour. The product is C(C1=CC=CC=C1)O[C@@H]1[C@@]2(C(O[C@]([C@@H]([C@H]1OCC1=CC=CC=C1)OCC1=CC=CC=C1)(O2)C2=CC(=C(C=C2)Cl)CC2=CC=C(C=C2)OCC)(C)C)CO ([(1R,2S,3S,4R,5S)-2,3,4-tribenzyloxy-5-[4-chloro-3-[(4-ethoxyphenyl)methyl]phenyl]-7,7-dimethyl-6,8-dioxabicyclo[3.2.1]octan-1-yl]methanol). Yield: 28.0%. As a reaction SMILES: C(O[C@H:9]1[C@H:14](OCC2C=CC=CC=2)[C@@H:13]([O:23][CH2:24][C:25]2[CH:30]=[CH:29][CH:28]=[CH:27][CH:26]=2)[C@@:12]([C:33]2[CH:38]=[CH:37]C(Cl)=[C:35]([CH2:40][C:41]3[CH:46]=[CH:45][C:44]([O:47][CH2:48][CH3:49])=[CH:43][CH:42]=3)[CH:34]=2)(OC)[O:11][C@:10]1([C:52]([OH:55])([CH3:54])[CH3:53])[CH2:50][OH:51])C1C=CC=CC=1.[OH2:56].[C:57]1([CH3:67])[CH:62]=[CH:61][C:60](S(O)(=O)=O)=[CH:59][CH:58]=1.Cl[CH2:69][Cl:70]>>[CH2:67]([O:56][C@H:9]1[C@H:14]([O:23][CH2:24][C:25]2[CH:30]=[CH:29][CH:28]=[CH:27][CH:26]=2)[C@@H:13]([O:23][CH2:24][C:25]2[CH:30]=[CH:29][CH:28]=[CH:27][CH:26]=2)[C@:12]2([C:33]3[CH:38]=[CH:37][C:69]([Cl:70])=[C:35]([CH2:40][C:41]4[CH:42]=[CH:43][C:44]([O:47][CH2:48][CH3:49])=[CH:45][CH:46]=4)[CH:34]=3)[O:11][C@@:10]1([CH2:50][OH:51])[C:52]([CH3:53])([CH3:54])[O:55]2)[C:57]1[CH:62]=[CH:61][CH:60]=[CH:59][CH:58]=1 |f:1.2|. Procedure details: To a solution of 2-[(2R,3S,4S,5R,6S)-3,4,5-tribenzyloxy-6-[4-chloro-3-[(4-ethoxyphenyl)methyl]phenyl]-2-(hydroxymethyl)-6-methoxy-tetrahydropyran-2-yl]propan-2-ol 9c (0.23 g, 0.30 mmol) in dichloromethane (60 mL) was added p-toluenesulfonic acid monohydrate (25.30 mg, 0.13 mmol) at room temperature. The mixture was stirred at room temperature for 21 hours and quenched with 15 mL of saturated aqueous sodium bicarbonate. The mixture was partitioned. The organic layer was washed with saturated aque... Reactants: C1(=CC=CC=C1)C1OCCO1 (2-Phenyl-1,3-dioxolan), C(C1=CC=CC=C1)=O (benzaldehyde), stannic chloride, C[Si](C)(C)C1=C(C(N(C(N1)=O)[Si](C)(C)C)=O)F (bis(trimethylsilyl)-5-fluorouracil), FC=1C(NC(NC1)=O)=O (5-fluorouracil), C([O-])(O)=O.[Na+] (sodium bicarbonate). Solvent: CO (methanol), C(CO)O (ethylene glycol), C(Cl)(Cl)Cl (chloroform). Reaction conditions: time 3 hour. Yields the product C(C)(=O)OCCOC(C1=CC=CC=C1)N1C(=O)NC(=O)C(=C1)F (1-[α-(2-acetoxyethoxy)benzyl]-5-fluorouracil). RXN SMILES: [C:1]1([CH:7]2[O:11][CH2:10][CH2:9][O:8]2)[CH:6]=[CH:5][CH:4]=[CH:3][CH:2]=1.[CH:12](=[O:19])[C:13]1C=CC=CC=1.C[Si]([C:24]1[NH:29][C:28](=[O:30])[N:27]([Si](C)(C)C)[C:26](=[O:35])[C:25]=1[F:36])(C)C.FC1C(=O)NC(=O)NC=1.C(=O)(O)[O-].[Na+]>C(Cl)(Cl)Cl.CO.C(O)CO>[C:12]([O:8][CH2:9][CH2:10][O:11][CH:7]([N:29]1[CH:24]=[C:25]([F:36])[C:26](=[O:35])[NH:27][C:28]1=[O:30])[C:1]1[CH:2]=[CH:3][CH:4]=[CH:5][CH:6]=1)(=[O:19])[CH3:13] |f:4.5|. Reported procedure: 2-Phenyl-1,3-dioxolan (15 g) prepared from benzaldehyde and ethylene glycol was added to bis(trimethylsilyl)-5-fluorouracil prepared as in Example 1 from 5-fluorouracil (10 g). Then a solution of anhydrous stannic chloride (6 ml) in chloroform (15 ml) was added dropwise to the mixture over one hour while stirring under cooling in an ice bath. Following stirring at room temperature for one hour, the reaction mixture was poured into methanol (200 ml) containing sodium bicarbonate (40 g) followed b... Starting materials: ice water, N1=CN=C(C=C1)N (pyrimidine-4-amine), N1=CC=CC=C1 (pyridine), ClC(=O)OCC(Cl)(Cl)Cl (2,2,2-trichloroethyl chloroformate). Run in CN(C(C)=O)C (N,N-dimethylacetamide). As a reaction SMILES: [N:1]1[CH:6]=[CH:5][C:4]([NH2:7])=[N:3][CH:2]=1.N1C=CC=CC=1.Cl[C:15]([O:17][CH2:18][C:19]([Cl:22])([Cl:21])[Cl:20])=[O:16]>CN(C)C(=O)C>[N:1]1[CH:6]=[CH:5][C:4]([NH:7][C:15](=[O:16])[O:17][CH2:18][C:19]([Cl:22])([Cl:21])[Cl:20])=[N:3][CH:2]=1. Procedure details: To a solution of pyrimidine-4-amine (1.00 g, 10.5 mmol) and pyridine (2.55 ml, 31.5 mmol) in N,N-dimethylacetamide (50 ml) was added 2,2,2-trichloroethyl chloroformate (2.55 ml, 31.5 mmol) with ice-cooling, and the mixture was stirred for 1 hour with ice-cooling. The reaction mixture was poured into ice-water and the mixture was extracted with ethyl acetate. The extract was washed with water and dried over anhydrous magnesium sulfate and the solvent was distilled off under reduced pressure. The ... Reaction conditions: time 1 hour. Product: N1=CN=C(C=C1)NC(OCC(Cl)(Cl)Cl)=O (2,2,2-Trichloroethyl pyrimidin-4-ylcarbamate). Starting materials: COC1CC(C(C)CCCC(C)C)C2(C)CCC3C(=C12)CCC1CC(OC(C)=O)CCC13C, C1CCOC1, CO, [Na+], [OH-], O. Product: COC1CC(C(C)CCCC(C)C)C2(C)CCC3C(=C12)CCC1CC(O)CCC13C. Reaction SMILES: [C:1](=[O:2])([CH3:3])[O:4][CH:5]1[CH2:6][CH:7]2[CH2:8][CH2:9][C:10]3=[C:11]4[CH:12]([O:32][CH3:33])[CH2:13][CH:14]([CH:15]([CH2:16][CH2:17][CH2:18][CH:19]([CH3:20])[CH3:21])[CH3:22])[C:23]4([CH3:31])[CH2:24][CH2:25][CH:26]3[C:27]2([CH3:30])[CH2:28][CH2:29]1.[CH2:34]1[O:35][CH2:36][CH2:37][CH2:38]1.[CH3:42][OH:43].[Na+:40].[OH-:39].[OH2:41]>>[OH:4][CH:5]1[CH2:6][CH:7]2[CH2:8][CH2:9][C:10]3=[C:11]4[CH:12]([O:32][CH3:33])[CH2:13][CH:14]([CH:15]([CH2:16][CH2:17][CH2:18][CH:19]([CH3:20])[CH3:21])[CH3:22])[C:23]4([CH3:31])[CH2:24][CH2:25][CH:26]3[C:27]2([CH3:30])[CH2:28][CH2:29]1.